Dataset: the Open Reaction Database (ORD), a public repository of structured organic reaction records. Task: describe an organic reaction: reactants, conditions, products, and yield Reactants: BrCC(=O)OCC (ethyl bromoacetate), ClC1=CC(=C(C=C1)O)[N+](=O)[O-] (4-chloro-2-nitrophenol). Product: ClC1=CC(=C(OCC(=O)OCC)C=C1)[N+](=O)[O-] ((4-Chloro-2-nitrophenoxy)-acetic acid, ethyl ester). RXN SMILES: Br[CH2:2][C:3]([O:5][CH2:6][CH3:7])=[O:4].[Cl:8][C:9]1[CH:14]=[CH:13][C:12]([OH:15])=[C:11]([N+:16]([O-:18])=[O:17])[CH:10]=1>>[Cl:8][C:9]1[CH:14]=[CH:13][C:12]([O:15][CH2:2][C:3]([O:5][CH2:6][CH3:7])=[O:4])=[C:11]([N+:16]([O-:18])=[O:17])[CH:10]=1. Procedure details: The subtitle compound was prepared by the method of example 1 step (iv) using ethyl bromoacetate and 4-chloro-2-nitrophenol Yield 1.4 g The reactants are [C-]#N.[K+] (Potassium cyanide), ClCCCC(=O)C1=CC=C(C=C1)Cl (4-chloro-4′-chloro-butyrophenone), CO (methanol), O (water). Run at time 3 day. Product: ClC1=CC=C(C=C1)C1(OCCC1)C(=O)O (2-(4-Chlorophenyl)-2-tetrahydrofuroic Acid). Reaction SMILES: [C-]#N.[K+].Cl[CH2:5][CH2:6][CH2:7][C:8]([C:10]1[CH:15]=[CH:14][C:13]([Cl:16])=[CH:12][CH:11]=1)=[O:9].[OH2:17].[CH3:18][OH:19]>>[Cl:16][C:13]1[CH:14]=[CH:15][C:10]([C:8]2([C:18]([OH:19])=[O:17])[CH2:7][CH2:6][CH2:5][O:9]2)=[CH:11][CH:12]=1 |f:0.1|. Procedure details: Potassium cyanide (1.87 g, 28.78 mmol) was added to a solution of 4-chloro-4′-chloro-butyrophenone (5.00 g, 23.03 mmol) in 25 mL of methanol. After stirring for 3 days at room temperature, the reaction was poured into water (50 mL) and extracted with methylene chloride (3×50 mL). The organic layers were combined, washed with saturated aqueous sodium chloride (50 mL), dried over MgSO4 and concentrated in vacuo. The residue was purified by flash chromatography (Biotage) over silica gel eluting wit... Starting materials: O=C(n1ccnc1)n1ccnc1, C=CCBr, COC(=O)c1ccc(CCCO)cc1, CC#N. The product is COC(=O)c1ccc(CCCBr)cc1. RXN SMILES: [C:15]([n:16]1[cH:17][cH:18][n:19][cH:20]1)([n:21]1[cH:22][cH:23][n:24][cH:25]1)=[O:26].[CH2:27]([CH:28]=[CH2:29])[Br:30].[CH3:1][O:2][C:3]([c:4]1[cH:5][cH:6][c:7]([CH2:10][CH2:11][CH2:12][OH:13])[cH:8][cH:9]1)=[O:14].[CH3:31][C:32]#[N:33]>>[CH3:1][O:2][C:3]([c:4]1[cH:5][cH:6][c:7]([CH2:10][CH2:11][CH2:12][Br:30])[cH:8][cH:9]1)=[O:14].